From a dataset of the Open Reaction Database (ORD), a public repository of structured organic reaction records. describe an organic reaction: reactants, conditions, products, and yield Reactants: Brc1ccc(CN2CCSCC2)cc1, O=C(OO)c1cccc(Cl)c1, ClCCl. Yields the product O=S1CCN(Cc2ccc(Br)cc2)CC1. As a reaction SMILES: [Br:1][c:2]1[cH:3][cH:4][c:5]([CH2:6][N:7]2[CH2:8][CH2:9][S:10][CH2:11][CH2:12]2)[cH:13][cH:14]1.[Cl:15][c:16]1[cH:17][cH:18][cH:19][c:20]([C:21]([O:22][OH:24])=[O:23])[cH:25]1.[Cl:26][CH2:27][Cl:28]>>[Br:1][c:2]1[cH:3][cH:4][c:5]([CH2:6][N:7]2[CH2:8][CH2:9][S:10](=[O:23])[CH2:11][CH2:12]2)[cH:13][cH:14]1. Reactants: S(=O)(Cl)Cl (Thionyl chloride), C(C1=CC=CC=C1)OC1=C(C=C(C=C1OC)CO)Cl ((4-benzyloxy-3-chloro-5-methoxy-phenyl)-methanol), C(C)OCC (diethyl ether), O (water). Solvent: ClCCl (dichloromethane). Run at time 1 hour. Product: C(C1=CC=CC=C1)OC1=C(C=C(C=C1OC)CCl)Cl (2-Benzyloxy-1-chloro-5-chloromethyl-3-methoxy-benzene). As a reaction SMILES: S(Cl)([Cl:3])=O.[CH2:5]([O:12][C:13]1[C:18]([O:19][CH3:20])=[CH:17][C:16]([CH2:21]O)=[CH:15][C:14]=1[Cl:23])[C:6]1[CH:11]=[CH:10][CH:9]=[CH:8][CH:7]=1.C(OCC)C.O>ClCCl>[CH2:5]([O:12][C:13]1[C:18]([O:19][CH3:20])=[CH:17][C:16]([CH2:21][Cl:3])=[CH:15][C:14]=1[Cl:23])[C:6]1[CH:11]=[CH:10][CH:9]=[CH:8][CH:7]=1. Reported procedure: Thionyl chloride (2 mL) was added to solution of (4-benzyloxy-3-chloro-5-methoxy-phenyl)-methanol (CAB02170, 2.703 g, 9.7 mmol) in dichloromethane (10 mL). The solution was stirred for 1 h at room temperature, then diethyl ether (50 mL) and water (20 mL) were added. The organic layer was separated, washed with conc. sodium bicarbonate solution (10 mL), dried over sodium sulphate and concentrated under reduced pressure. The residue was dissolved in dichloromethane (5 mL) and precipitated by addit... The reactants are C(C1=CC=CC=C1)OC(NC1=CC(=CC=C1)C=1OC=NN1)=O ((3-[1,3,4]Oxadiazol-2-yl-phenyl)-carbamic acid benzyl ester), C1(CC1)N (cyclopropylamine), FC(C(=O)O)(F)F (trifluoroacetic acid). Solvent: C(CCC)O (1-butanol). Run at temperature 110 celsius. Product: C(C1=CC=CC=C1)OC(NC1=CC(=CC=C1)C1=NN=CN1C1CC1)=O ([3-(4-Cyclopropyl-4H-[1,2,4]triazol-3-yl)-phenyl]-carbamic acid benzyl ester). Yield: 30.8%. Reaction SMILES: [CH2:1]([O:8][C:9](=[O:22])[NH:10][C:11]1[CH:16]=[CH:15][CH:14]=[C:13]([C:17]2O[CH:19]=[N:20][N:21]=2)[CH:12]=1)[C:2]1[CH:7]=[CH:6][CH:5]=[CH:4][CH:3]=1.[CH:23]1([NH2:26])[CH2:25][CH2:24]1.FC(F)(F)C(O)=O>C(O)CCC>[CH2:1]([O:8][C:9](=[O:22])[NH:10][C:11]1[CH:16]=[CH:15][CH:14]=[C:13]([C:17]2[N:26]([CH:23]3[CH2:25][CH2:24]3)[CH:19]=[N:20][N:21]=2)[CH:12]=1)[C:2]1[CH:7]=[CH:6][CH:5]=[CH:4][CH:3]=1. Procedure details: A mixture of (3-[1,3,4]Oxadiazol-2-yl-phenyl)-carbamic acid benzyl ester (200 mg, 0.68 mmol), cyclopropylamine (0.5 mL, 7.2 mmol), trifluoroacetic acid (0.05 mL, 0.65 mmol) in anhydrous 1-butanol mL) was heated at 110° C. overnight in a sealed tube. The reaction mixture was cooled to room temperature and the solvent was removed. The residue was partitioned between ethyl acetate and saturated sodium bicarbonate solution, and the aqueous phase was extracted with ethyl acetate. Solvent was removed ... Reactants: O=C([O-])[O-], CN(C)C=O, FC(F)(F)c1ccc(C=Cc2nc(COc3ccc(CCCCI)cc3)co2)cc1, [K+], [K+], O, CCOC(=O)c1c[nH]nn1. Yields the product CCOC(=O)c1cn(CCCCc2ccc(OCc3coc(C=Cc4ccc(C(F)(F)F)cc4)n3)cc2)nn1. As a reaction SMILES: [C:1](=[O:2])([O-:3])[O-:4].[CH3:48][N:49]([CH3:50])[CH:51]=[O:52].[I:7][CH2:8][CH2:9][CH2:10][CH2:11][c:12]1[cH:13][cH:14][c:15]([O:16][CH2:17][c:18]2[n:19][c:20]([CH:23]=[CH:24][c:25]3[cH:26][cH:27][c:28]([C:31]([F:32])([F:33])[F:34])[cH:29][cH:30]3)[o:21][cH:22]2)[cH:35][cH:36]1.[K+:5].[K+:6].[OH2:47].[nH:37]1[n:38][n:39][c:40]([C:42](=[O:43])[O:44][CH2:45][CH3:46])[cH:41]1>>[CH2:8]([CH2:9][CH2:10][CH2:11][c:12]1[cH:13][cH:14][c:15]([O:16][CH2:17][c:18]2[n:19][c:20]([CH:23]=[CH:24][c:25]3[cH:26][cH:27][c:28]([C:31]([F:32])([F:33])[F:34])[cH:29][cH:30]3)[o:21][cH:22]2)[cH:35][cH:36]1)[n:37]1[n:38][n:39][c:40]([C:42](=[O:43])[O:44][CH2:45][CH3:46])[cH:41]1. Reactants: O=C([O-])[O-], CN1CCCNCC1, CS(C)=O, CCOC(C)=O, COc1cc(F)ccc1[N+](=O)[O-], [K+], [K+]. Product: COc1cc(N2CCCN(C)CC2)ccc1[N+](=O)[O-]. RXN SMILES: [C:21](=[O:22])([O-:23])[O-:24].[CH3:13][N:14]1[CH2:15][CH2:16][NH:17][CH2:18][CH2:19][CH2:20]1.[CH3:27][S:28]([CH3:29])=[O:30].[CH3:31][CH2:32][O:33][C:34](=[O:35])[CH3:36].[F:1][c:2]1[cH:3][c:4]([O:11][CH3:12])[c:5]([N+:8](=[O:9])[O-:10])[cH:6][cH:7]1.[K+:25].[K+:26]>>[c:2]1([N:17]2[CH2:16][CH2:15][N:14]([CH3:13])[CH2:20][CH2:19][CH2:18]2)[cH:3][c:4]([O:11][CH3:12])[c:5]([N+:8](=[O:9])[O-:10])[cH:6][cH:7]1. Starting materials: S1C(=NC2=C1C=CC=C2)N(CC2=CC=CC=C2)CCOC2=CC=C(C=C1C(NC(S1)=O)=O)C=C2 (5-(4-(2-(N-(2-Benzothiazolyl)-N-benzylamino)ethoxy) benzylidene)-2,4-thiazolidinedione). Reagents/catalysts: [Pd] (palladium-charcoal), catalyst. Run in O1CCOCC1 (dioxan). Product: S1C(=NC2=C1C=CC=C2)N(CC2=CC=CC=C2)CCOC2=CC=C(CC1C(NC(S1)=O)=O)C=C2 (5-(4-(2-(N-(2-Benzothiazolyl)-N-benzylamino)ethoxy) benzyl)-2,4-thiazolidinedione). Reaction SMILES: [S:1]1[C:5]2[CH:6]=[CH:7][CH:8]=[CH:9][C:4]=2[N:3]=[C:2]1[N:10]([CH2:18][CH2:19][O:20][C:21]1[CH:34]=[CH:33][C:24]([CH:25]=[C:26]2[S:30][C:29](=[O:31])[NH:28][C:27]2=[O:32])=[CH:23][CH:22]=1)[CH2:11][C:12]1[CH:17]=[CH:16][CH:15]=[CH:14][CH:13]=1>O1CCOCC1.[Pd]>[S:1]1[C:5]2[CH:6]=[CH:7][CH:8]=[CH:9][C:4]=2[N:3]=[C:2]1[N:10]([CH2:18][CH2:19][O:20][C:21]1[CH:34]=[CH:33][C:24]([CH2:25][CH:26]2[S:30][C:29](=[O:31])[NH:28][C:27]2=[O:32])=[CH:23][CH:22]=1)[CH2:11][C:12]1[CH:13]=[CH:14][CH:15]=[CH:16][CH:17]=1. Reported procedure: 5-(4-(2-(N-(2-Benzothiazolyl)-N-benzylamino)ethoxy) benzylidene)-2,4-thiazolidinedione (2.4 g) in dioxan (150 ml) was hydrogenated in the presence of 10% palladium-charcoal (4.8 g) for 3h. at room temperature and atmospheric pressure. A further portion of catalyst (2.4 g) was added and the hydrogenation continued for a total of 20h. The mixture was filtered through diatomaceous earth and the solvent was evaporated. The residue was chromatographed on silica gel with 3% methanol-dichloromethane as...